This data is from the Open Reaction Database (ORD), a public repository of structured organic reaction records. The task is: describe an organic reaction: reactants, conditions, products, and yield Starting materials: CC(C)Cn1cnc2c(N)nc3ccc(C=Cc4ccccc4)cc3c21, CCO. Yields the product CC(C)Cn1cnc2c(N)nc3ccc(CCc4ccccc4)cc3c21. Reaction SMILES: [CH3:1][CH:2]([CH2:3][n:4]1[cH:5][n:6][c:7]2[c:8]([NH2:25])[n:9][c:10]3[cH:11][cH:12][c:13]([CH:17]=[CH:18][c:19]4[cH:20][cH:21][cH:22][cH:23][cH:24]4)[cH:14][c:15]3[c:16]12)[CH3:26].[CH3:27][CH2:28][OH:29]>>[CH3:1][CH:2]([CH2:3][n:4]1[cH:5][n:6][c:7]2[c:8]([NH2:25])[n:9][c:10]3[cH:11][cH:12][c:13]([CH2:17][CH2:18][c:19]4[cH:20][cH:21][cH:22][cH:23][cH:24]4)[cH:14][c:15]3[c:16]12)[CH3:26]. Reactants: CCOCC, O=C(Cl)CCCCCCl, Oc1cccc(F)c1, O. The product is O=C(CCCCCCl)c1ccc(F)cc1O. Reaction SMILES: [CH2:19]([O:20][CH2:21][CH3:22])[CH3:23].[Cl:9][CH2:10][CH2:11][CH2:12][CH2:13][CH2:14][C:15](=[O:16])[Cl:17].[F:1][c:2]1[cH:3][c:4]([OH:8])[cH:5][cH:6][cH:7]1.[OH2:18]>>[F:1][c:2]1[cH:3][c:4]([OH:8])[c:5]([C:15]([CH2:14][CH2:13][CH2:12][CH2:11][CH2:10][Cl:9])=[O:16])[cH:6][cH:7]1.